This data is from the Open Reaction Database (ORD), a public repository of structured organic reaction records. The task is: describe an organic reaction: reactants, conditions, products, and yield Starting materials: CCN(CC)CCCCl, CCO, [Na], ON=C1c2ccccc2CSc2ccccc21. The product is CCN(CC)CCCN=C1c2ccccc2CSc2ccccc21. Reaction SMILES: [CH2:19]([CH3:20])[N:21]([CH2:22][CH2:23][CH2:24][Cl:25])[CH2:26][CH3:27].[CH3:28][CH2:29][OH:30].[Na:1].[cH:2]1[cH:3][cH:4][cH:5][c:6]2[c:12]1[C:11](=[N:13][OH:14])[c:10]1[c:9]([cH:18][cH:17][cH:16][cH:15]1)[CH2:8][S:7]2>>[cH:2]1[cH:3][cH:4][cH:5][c:6]2[c:12]1[C:11](=[N:13][CH2:24][CH2:23][CH2:22][N:21]([CH2:19][CH3:20])[CH2:26][CH3:27])[c:10]1[c:9]([cH:18][cH:17][cH:16][cH:15]1)[CH2:8][S:7]2. Starting materials: CC1(CC=C(OCC(=O)C2=CC=CC=C2)C=C1)NC(C)=O (4-methyl-α-(4-acetamidophenoxy)acetophenone), C(C)O (ethanol), [H][H] (hydrogen). Reagents/catalysts: [C].[Pd] (Palladium-carbon). Yields the product C(C)(=O)NC1=CC=C(OCC(C2=CC=C(C=C2)C)O)C=C1 (β-(4-acetamidophenoxy)-α-(4-methylphenyl)ethyl alcohol). Reaction SMILES: C[C:2]1([NH:18][C:19](=[O:21])[CH3:20])[CH:17]=[CH:16][C:5]([O:6][CH2:7][C:8]([C:10]2[CH:15]=[CH:14][CH:13]=[CH:12][CH:11]=2)=[O:9])=[CH:4][CH2:3]1.[H][H].[CH2:24](O)C>[C].[Pd]>[C:19]([NH:18][C:2]1[CH:3]=[CH:4][C:5]([O:6][CH2:7][CH:8]([OH:9])[C:10]2[CH:11]=[CH:12][C:13]([CH3:24])=[CH:14][CH:15]=2)=[CH:16][CH:17]=1)(=[O:21])[CH3:20] |f:3.4|. Procedure: 10% Palladium-carbon (0.1 g) was added to a solution of 4-methyl-α-(4-acetamidophenoxy)acetophenone (XIII: R=CH3) (2.83 g, 0.01 mole) in ethanol (50 ml), and catalytic reduction was carried out at 25° C. for 2 hours during which 290 ml of hydrogen was absorbed. After removing the catalyst by filtration, after-treatment was carried out in the same manner as in Example 35 to obtain 2.55 g of β-(4-acetamidophenoxy)-α-(4-methylphenyl)ethyl alcohol (XIV: R=CH3) as white crystals (yield, 89.5%).